This data is from the Open Reaction Database (ORD), a public repository of structured organic reaction records. The task is: describe an organic reaction: reactants, conditions, products, and yield Reactants: Nc1cnc(C(F)(F)F)cn1, O=N[O-], [Na+], O, O=S(=O)(O)O. Yields the product O=c1cnc(C(F)(F)F)c[nH]1. As a reaction SMILES: [F:5][C:6]([c:7]1[n:8][cH:9][c:10]([NH2:13])[n:11][cH:12]1)([F:14])[F:15].[N:1]([O-:2])=[O:3].[Na+:4].[OH2:16].[S:17](=[O:18])(=[O:19])([OH:20])[OH:21]>>[F:5][C:6]([c:7]1[n:8][cH:9][c:10](=[O:16])[nH:11][cH:12]1)([F:14])[F:15].